Task: describe an organic reaction: reactants, conditions, products, and yield. Dataset: the Open Reaction Database (ORD), a public repository of structured organic reaction records Starting materials: CN, CO, CC(O)CCCCn1c(=O)c2c(nc(CCl)n2Cc2ccccc2)n(C)c1=O. Yields the product CNCc1nc2c(c(=O)n(CCCCC(C)O)c(=O)n2C)n1Cc1ccccc1. RXN SMILES: [CH3:29][NH2:30].[CH3:31][OH:32].[OH:1][CH:2]([CH2:3][CH2:4][CH2:5][CH2:6][n:7]1[c:8](=[O:9])[n:10]([CH3:27])[c:11]2[n:12][c:13]([CH2:25][Cl:26])[n:14]([CH2:18][c:19]3[cH:20][cH:21][cH:22][cH:23][cH:24]3)[c:15]2[c:16]1=[O:17])[CH3:28]>>[OH:1][CH:2]([CH2:3][CH2:4][CH2:5][CH2:6][n:7]1[c:8](=[O:9])[n:10]([CH3:27])[c:11]2[n:12][c:13]([CH2:25][NH:30][CH3:29])[n:14]([CH2:18][c:19]3[cH:20][cH:21][cH:22][cH:23][cH:24]3)[c:15]2[c:16]1=[O:17])[CH3:28].